This data is from the Open Reaction Database (ORD), a public repository of structured organic reaction records. The task is: describe an organic reaction: reactants, conditions, products, and yield The reactants are CC(=O)N1CCC(N(C(=O)Nc2ncc(SC#N)s2)C2CCC(C)CC2)CC1, ClCCN1CCCCC1, OC(CS)C(O)CS. Yields the product CC(=O)N1CCC(N(C(=O)Nc2ncc(SCCN3CCCCC3)s2)C2CCC(C)CC2)CC1. As a reaction SMILES: [C:1]([CH3:2])(=[O:3])[N:4]1[CH2:5][CH2:6][CH:7]([N:10]([C:11](=[O:12])[NH:13][c:14]2[s:15][c:16]([S:19][C:20]#[N:21])[cH:17][n:18]2)[CH:22]2[CH2:23][CH2:24][CH:25]([CH3:28])[CH2:26][CH2:27]2)[CH2:8][CH2:9]1.[Cl:37][CH2:38][CH2:39][N:40]1[CH2:41][CH2:42][CH2:43][CH2:44][CH2:45]1.[SH:29][CH2:30][CH:31]([CH:32]([CH2:33][SH:34])[OH:35])[OH:36]>>[C:1]([CH3:2])(=[O:3])[N:4]1[CH2:5][CH2:6][CH:7]([N:10]([C:11](=[O:12])[NH:13][c:14]2[s:15][c:16]([S:19][CH2:38][CH2:39][N:40]3[CH2:41][CH2:42][CH2:43][CH2:44][CH2:45]3)[cH:17][n:18]2)[CH:22]2[CH2:23][CH2:24][CH:25]([CH3:28])[CH2:26][CH2:27]2)[CH2:8][CH2:9]1. Reactants: O (water), C(C)(C)N(CC)C(C)C (Diisopropylethlamine), ClCC(=O)Cl (chloroacetyl chloride), Cl.Cl.FC=1C=C(C=CC1F)CN1CCC(CC1)N (1-[(3,4-Difluorophenyl)methyl]-piperidin-4-ylamine dihydrochloride). Solvent: [Cl-].[Na+].O (brine), C(C)(=O)OCC (ethyl acetate), O1CCCC1 (tetrahydrofuran). Yields the product ClCC(=O)NC1CCN(CC1)CC1=CC(=C(C=C1)F)F (2-Chloro-N-[1-[(3,4-difluorophenyl)methyl]-piperidin-4-yl]-acetamide). The yield is 22.6%. RXN SMILES: Cl.Cl.[F:3][C:4]1[CH:5]=[C:6]([CH2:11][N:12]2[CH2:17][CH2:16][CH:15]([NH2:18])[CH2:14][CH2:13]2)[CH:7]=[CH:8][C:9]=1[F:10].C(N(C(C)C)CC)(C)C.[Cl:28][CH2:29][C:30](Cl)=[O:31].O>O1CCCC1.[Cl-].[Na+].O.C(OCC)(=O)C>[Cl:28][CH2:29][C:30]([NH:18][CH:15]1[CH2:16][CH2:17][N:12]([CH2:11][C:6]2[CH:7]=[CH:8][C:9]([F:10])=[C:4]([F:3])[CH:5]=2)[CH2:13][CH2:14]1)=[O:31] |f:0.1.2,7.8.9|. Procedure: 1-[(3,4-Difluorophenyl)methyl]-piperidin-4-ylamine dihydrochloride (3.18 g) was dissolved in tetrahydrofuran (40 ml). Diisopropylethlamine (6.84 g) and chloroacetyl chloride (1.33 g) were added. After 3 hours water, brine and ethyl acetate were added the phase were separated. The organic phase was dried, filtered and evaporated and the residue was purified by chromatography eluting with ethyl acetate to give the subtitle compound (0.728 g). Starting materials: Cl (hydrochloride), Cl.NC1=C(C=C(C=C1C(F)(F)F)C(CNC(C)C)=O)Cl (4'-amino-3'-chloro-2-isopropylamino-5'-trifluoromethyl-acetophenone hydrochloride), [BH4-].[Na+] (sodium borohydride). Yields the product NC1=C(C=C(C=C1C(F)(F)F)C(CNC(C)C)O)Cl (1-(4'-Amino-3'-chloro-5'-trifluoromethyl-phenyl)-2-isopropylamino-ethanol). RXN SMILES: Cl.Cl.[NH2:3][C:4]1[C:9]([C:10]([F:13])([F:12])[F:11])=[CH:8][C:7]([C:14](=[O:20])[CH2:15][NH:16][CH:17]([CH3:19])[CH3:18])=[CH:6][C:5]=1[Cl:21].[BH4-].[Na+]>>[NH2:3][C:4]1[C:9]([C:10]([F:11])([F:12])[F:13])=[CH:8][C:7]([CH:14]([OH:20])[CH2:15][NH:16][CH:17]([CH3:18])[CH3:19])=[CH:6][C:5]=1[Cl:21] |f:1.2,3.4|. Procedure: m.p. 104°-106° C., m.p. of the hydrochloride: 185°-187° C., was prepared from 4'-amino-3'-chloro-2-isopropylamino-5'-trifluoromethyl-acetophenone hydrochloride and sodium borohydride analogous to Example 1. The reactants are [N+](=O)([O-])C1=CC=C(C=C1)OC(\C=C\C=C(C1=CC=C(C=C1)OC)C1=CC=C(C=C1)OC)=O ((E)-5,5-bis(4-methoxyphenyl)-2,4-pentadienoic acid 4-nitrophenyl ester), CC(CCCC=1C=NC=CC1)(N)C (alpha,alpha-dimethyl-3-pyridinebutanamine). The solvent is O1CCCC1 (tetrahydrofuran). Product: COC1=CC=C(C=C1)C(=C/C=C/C(=O)NC(CCCC=1C=NC=CC1)(C)C)C1=CC=C(C=C1)OC ((E)-5,5-bis(4-methoxyphenyl)-N-[1,1-dimethyl-4-(3-pyridinyl)butyl]-2,4-pentadienamide). As a reaction SMILES: [N+](C1C=CC([O:10][C:11](=O)/[CH:12]=[CH:13]/[CH:14]=[C:15]([C:24]2[CH:29]=[CH:28][C:27]([O:30][CH3:31])=[CH:26][CH:25]=2)[C:16]2[CH:21]=[CH:20][C:19]([O:22][CH3:23])=[CH:18][CH:17]=2)=CC=1)([O-])=O.[CH3:33][C:34]([CH3:45])([NH2:44])[CH2:35][CH2:36][CH2:37][C:38]1[CH:39]=[N:40][CH:41]=[CH:42][CH:43]=1>O1CCCC1>[CH3:31][O:30][C:27]1[CH:26]=[CH:25][C:24]([C:15]([C:16]2[CH:17]=[CH:18][C:19]([O:22][CH3:23])=[CH:20][CH:21]=2)=[CH:14]/[CH:13]=[CH:12]/[C:11]([NH:44][C:34]([CH3:45])([CH3:33])[CH2:35][CH2:36][CH2:37][C:38]2[CH:39]=[N:40][CH:41]=[CH:42][CH:43]=2)=[O:10])=[CH:29][CH:28]=1. Procedure: As in Example 134, a solution of (E)-5,5-bis(4-methoxyphenyl)-2,4-pentadienoic acid 4-nitrophenyl ester (1.73 g) and alpha,alpha-dimethyl-3-pyridinebutanamine (0.9 mL) in tetrahydrofuran (20 mL) was stirred for 20 hours at room temperature and then at reflux for an additional 24 hours to complete the reaction. After the usual work up, the crude amide was crystallized from ethyl acetate-hexane (2x) to furnish 1.55 g of (E)-5,5-bis(4-methoxyphenyl)-N-[1,1-dimethyl-4-(3-pyridinyl)butyl]-2,4-pentadi... Reactants: ClC(Cl)Cl, COc1ccc(C(=O)O)cc1I. Yields the product COc1ccc(C(=O)Cl)cc1I. Reaction SMILES: [Cl:13][CH:14]([Cl:15])[Cl:16].[I:1][c:2]1[cH:3][c:4]([C:5](=[O:6])[OH:7])[cH:8][cH:9][c:10]1[O:11][CH3:12]>>[I:1][c:2]1[cH:3][c:4]([C:5](=[O:6])[Cl:13])[cH:8][cH:9][c:10]1[O:11][CH3:12]. The reactants are C(CCC)C=1N(C2=C(C(=NC=3C=CC=CC23)N)N1)CCCNC1CCN(CC1)C (2-Butyl-1-(3-(1-methylpiperidin-4-ylamino)propyl)-1H-imidazo[4,5-c]quinolin-4-amine), C(C)(=O)O (acetic acid), C(=O)C1=CC=C(C=C1)CC(=O)O (2-(4-formylphenyl)acetic acid), C(C)(=O)O[BH-](OC(C)=O)OC(C)=O.[Na+] (Sodium triacetoxyborohydride). Procedure details: A solution of 2-(4-formylphenyl)acetic acid (0.14 g) dissolved in NMP (10 mL) was added to a stirred solution of the product from example 8 step (i) (0.34 g) in NMP (10 mL) at rt. Sodium triacetoxyborohydride (0.90 g) was added and the mixture heated at 50° C. for 24 h. The resulting solution was dissolved in methanol (0.5 mL), acidified with acetic acid (0.5 mL) and and purified by SCX. The crude product was further purified by RPHPLC to give the subtitle product, yield 0.25 g. Product: NC1=NC=2C=CC=CC2C2=C1N=C(N2CCCN(C2CCN(CC2)C)CC2=CC=C(C=C2)CC(=O)O)CCCC (2-(4-(((3-(4-Amino-2-butyl-1H-imidazo[4,5-c]quinolin-1-yl)propyl)(1-methylpiperidin-4-yl)amino)methyl)phenyl)acetic acid). Reaction conditions: temperature 50 celsius. Run in CN1CCCC1=O (NMP), CO (methanol), CN1CCCC1=O (NMP). As a reaction SMILES: [CH:1]([C:3]1[CH:8]=[CH:7][C:6]([CH2:9][C:10]([OH:12])=[O:11])=[CH:5][CH:4]=1)=O.[CH2:13]([C:17]1[N:18]([CH2:31][CH2:32][CH2:33][NH:34][CH:35]2[CH2:40][CH2:39][N:38]([CH3:41])[CH2:37][CH2:36]2)[C:19]2[C:28]3[CH:27]=[CH:26][CH:25]=[CH:24][C:23]=3[N:22]=[C:21]([NH2:29])[C:20]=2[N:30]=1)[CH2:14][CH2:15][CH3:16].C(O[BH-](OC(=O)C)OC(=O)C)(=O)C.[Na+].C(O)(=O)C>CN1C(=O)CCC1.CO>[NH2:29][C:21]1[C:20]2[N:30]=[C:17]([CH2:13][CH2:14][CH2:15][CH3:16])[N:18]([CH2:31][CH2:32][CH2:33][N:34]([CH2:1][C:3]3[CH:8]=[CH:7][C:6]([CH2:9][C:10]([OH:12])=[O:11])=[CH:5][CH:4]=3)[CH:35]3[CH2:40][CH2:39][N:38]([CH3:41])[CH2:37][CH2:36]3)[C:19]=2[C:28]2[CH:27]=[CH:26][CH:25]=[CH:24][C:23]=2[N:22]=1 |f:2.3|. Starting materials: CN (methylamine), C(C)(=O)C=1N(C=CC1)N1C(C2=CC=CC=C2C1=O)=O (2-(2-acetyl-1H-pyrrol-1-yl)-1H-isoindole-1,3(2H)dione), O (water). Run in CN(C=O)C (dimethylformamide). Run at time 2.5 hour. The product is NN1C(=CC=C1)C(C)=O (1-(1-Amino-1H-pyrrol-2-yl)ethanone). The yield is 93.2%. RXN SMILES: [C:1]([C:4]1[N:5]([N:9]2C(=O)C3C(=CC=CC=3)C2=O)[CH:6]=[CH:7][CH:8]=1)(=[O:3])[CH3:2].CN.O>CN(C)C=O>[NH2:9][N:5]1[CH:6]=[CH:7][CH:8]=[C:4]1[C:1](=[O:3])[CH3:2]. Procedure: To a suspension of 2-(2-acetyl-1H-pyrrol-1-yl)-1H-isoindole-1,3(2H)dione (8.53 g) in dimethylformamide (25 ml) was added 33 ml of 40% methylamine solution. After 2.5 hours, the reaction mixture was poured into water (300 ml) and was extracted 4 times with EtOAc. The combined organics were washed once with water and brine, dried (MgSO4), filtered and concentrated to give the crude product. Purification via flash column chromatography (silica gel, 30% EtOAc/hexane) afforded 3.88 g of the product a...